Dataset: the Open Reaction Database (ORD), a public repository of structured organic reaction records. Task: describe an organic reaction: reactants, conditions, products, and yield Starting materials: O (water), ClC=1C=CC=C2CC(C(C12)=O)C (7-Chloro-2-methyl-1-indanone), O (water), CC1=C(C=CC=C1C)B(O)O (2,3-dimethylphenylboronic acid), C([O-])([O-])=O.[Na+].[Na+] (sodium carbonate). The reagents and catalysts are C(C)(=O)[O-].[Pd+2].C(C)(=O)[O-] (palladium acetate). Solvent: C(CO)O (ethylene glycol). Conditions: temperature 125 celsius, time 2 hour. The product is CC1C(C2=C(C=CC=C2C1)C1=C(C(=CC=C1)C)C)=O (2-methyl-7-(2,3-dimethylphenyl)-1-indanone). The yield is 105.3%. As a reaction SMILES: Cl[C:2]1[CH:3]=[CH:4][CH:5]=[C:6]2[C:10]=1[C:9](=[O:11])[CH:8]([CH3:12])[CH2:7]2.[CH3:13][C:14]1[C:19]([CH3:20])=[CH:18][CH:17]=[CH:16][C:15]=1B(O)O.C(=O)([O-])[O-].[Na+].[Na+].O>C(O)CO.C([O-])(=O)C.[Pd+2].C([O-])(=O)C>[CH3:12][CH:8]1[CH2:7][C:6]2[C:10](=[C:2]([C:15]3[CH:16]=[CH:17][CH:18]=[C:19]([CH3:20])[C:14]=3[CH3:13])[CH:3]=[CH:4][CH:5]=2)[C:9]1=[O:11] |f:2.3.4,7.8.9|. Procedure: Using a method similar to Example 16 d), 2.0 g (0.011 mol) of (1), 1.95 g (0.013 mol) of 2,3-dimethylphenylboronic acid and 2.6 g (24.6 mmol) of sodium carbonate were placed in 55 ml of ethylene glycol/5 ml of water in the reaction vessel, the mixture was degassed a number of times and saturated with argon. After addition of 18 mg (0.09 mmol) of palladium acetate and 0.15 g (0.27 mmol) of TMSPP, the reaction mixture was stirred for 2 hours at 125° C. After addition of 60 ml of water, the aqueous... The reactants are ClC1=C(C=C(C=N1)C=1C(=NC=C(C1)C(=O)NC1=CC=C(C=C1)OC(F)(F)F)N1CC(C1)(C)O)F (6′-chloro-5′-fluoro-2-(3-hydroxy-3-methylazetidin-1-yl)-N-(4-(trifluoromethoxy)phenyl)-[3,3′-bipyridine]-5-carboxamide), CB1OB(OB(O1)C)C (trimethyl-boroxine). The product is FC=1C=C(C=NC1C)C=1C(=NC=C(C1)C(=O)NC1=CC=C(C=C1)OC(F)(F)F)N1CC(C1)(C)O (5′-Fluoro-2-(3-hydroxy-3-methylazetidin-1-yl)-6′-methyl-N-(4-(trifluoromethoxy)phenyl)-[3,3′-bipyridine]-5-carboxamide). Reaction SMILES: Cl[C:2]1[N:7]=[CH:6][C:5]([C:8]2[C:9]([N:28]3[CH2:31][C:30]([OH:33])([CH3:32])[CH2:29]3)=[N:10][CH:11]=[C:12]([C:14]([NH:16][C:17]3[CH:22]=[CH:21][C:20]([O:23][C:24]([F:27])([F:26])[F:25])=[CH:19][CH:18]=3)=[O:15])[CH:13]=2)=[CH:4][C:3]=1[F:34].[CH3:35]B1OB(C)OB(C)O1>>[F:34][C:3]1[CH:4]=[C:5]([C:8]2[C:9]([N:28]3[CH2:31][C:30]([OH:33])([CH3:32])[CH2:29]3)=[N:10][CH:11]=[C:12]([C:14]([NH:16][C:17]3[CH:22]=[CH:21][C:20]([O:23][C:24]([F:27])([F:26])[F:25])=[CH:19][CH:18]=3)=[O:15])[CH:13]=2)[CH:6]=[N:7][C:2]=1[CH3:35]. Reported procedure: The title compound was prepared in an analogous fashion to that described in Example 52 using 6′-chloro-5′-fluoro-2-(3-hydroxy-3-methylazetidin-1-yl)-N-(4-(trifluoromethoxy)phenyl)-[3,3′-bipyridine]-5-carboxamide (Example 134) and trimethyl-boroxine. HPLC (Condition 4) tR=5.26 min, UPLC-MS (Condition 3) tR=1.09 min, m/z=477.3 [M+H]+; 1H-NMR (400 MHz, DMSO-d6) δ ppm 1.29 (s, 3H) 2.42-2.55 (m, 3H) 3.50-3.65 (m, 4H) 5.46 (d, J=0.78 Hz, 1H) 7.34 (d, J=8.99 Hz, 2H) 7.74 (d, J=10.56 Hz, 1H) 7.83 (d, J... Starting materials: B(O)(O)C1=CC=C(C(=O)O)C=C1 (4-boronobenzoic acid), Cl.CN(CCCN=C=NCC)C (N-(3-dimethylaminopropyl)-N′-ethylcarbodiimide hydrochloride), ON1N=NC2=C1C=CC=C2 (1-hydroxybenzotriazole), C(C)(C)N(C(C)C)CC (N,N-Diisopropylethylamine), FC1(CNCC1)F (3,3-difluoropyrrolidine). Run in C(C)#N (acetonitrile). Run at time 30 minute. Product: FC1(CN(CC1)C(=O)C1=CC=C(C=C1)B(O)O)F (4-(3,3-difluoropyrrolidine-1-carbonyl)phenylboronic acid). The yield is 0.0%. Reaction SMILES: [B:1]([C:4]1[CH:12]=[CH:11][C:7]([C:8]([OH:10])=O)=[CH:6][CH:5]=1)([OH:3])[OH:2].Cl.CN(C)CCCN=C=NCC.ON1C2C=CC=CC=2N=N1.C(N(CC)C(C)C)(C)C.[F:44][C:45]1([F:50])[CH2:49][CH2:48][NH:47][CH2:46]1>C(#N)C>[F:44][C:45]1([F:50])[CH2:49][CH2:48][N:47]([C:8]([C:7]2[CH:6]=[CH:5][C:4]([B:1]([OH:2])[OH:3])=[CH:12][CH:11]=2)=[O:10])[CH2:46]1 |f:1.2|. Procedure details: A mixture of 4-boronobenzoic acid (500 mg, 3.01 mmol), N-(3-dimethylaminopropyl)-N′-ethylcarbodiimide hydrochloride (866 mg, 4.52 mmol) and 1-hydroxybenzotriazole (554 mg, 3.62 mmol) in acetonitrile (25 mL) was sonicated until it became a solution. N,N-Diisopropylethylamine (1.579 mL, 9.04 mmol) and 3,3-difluoropyrrolidine (484 mg, 4.52 mmol) were added. After 30 min at room temperature, the mixture was quenched with saturated NH4Cl (50 mL) and extracted with EtOAc (3×). The combined extracts we...